This data is from the Open Reaction Database (ORD), a public repository of structured organic reaction records. The task is: describe an organic reaction: reactants, conditions, products, and yield Starting materials: ( 43,600 ), ( 10,900 ), olefin, NC1=NC2=CC=C(C(=C2C(=N1)N)C)C=CCCCCCC (2,4-Diamino-5-methyl-6-(1-octenyl)quinazoline), CO (methanol), ( 5,930 ). The reagents and catalysts are [Pt]=O (platinum oxide). Solvent: CCO (EtOH). Run at time 60 hour. Yields the product NC1=NC2=CC=C(C(=C2C(=N1)N)C)CCCCCCCC (2,4-Diamino-5-methyl-6-n-octylquinazoline). RXN SMILES: [NH2:1][C:2]1[N:11]=[C:10]([NH2:12])[C:9]2[C:4](=[CH:5][CH:6]=[C:7]([CH:14]=[CH:15][CH2:16][CH2:17][CH2:18][CH2:19][CH2:20][CH3:21])[C:8]=2[CH3:13])[N:3]=1.CO>[Pt]=O.CCO>[NH2:1][C:2]1[N:11]=[C:10]([NH2:12])[C:9]2[C:4](=[CH:5][CH:6]=[C:7]([CH2:14][CH2:15][CH2:16][CH2:17][CH2:18][CH2:19][CH2:20][CH3:21])[C:8]=2[CH3:13])[N:3]=1. Procedure details: A mixture of 12.6 g of the olefin mixture of Example 5, 2.0 g of platinum oxide, and 500 ml of methanol was stirred under an atmosphere of hydrogen for 60 h. The catalyst was removed by filtration through a celite pad and the filtrate was evaporated in vacuo. The solid residue was recrystallized from ethanol to afford 10.6 g (83%), m.p. 262°-264° C.; UV (95% EtOH; pH 12). 238 (43,600), 272 (10,900), 347 (5,930); NMR (CDCl3 --CD3OD) 0.89 (3H, t, CH3CH2 --), 1.32 (12H, m, CH2), 2.72 (3H, s, 5--CH3... Starting materials: C1CCOC1 (THF), COC(CCCCC(N)=S)=O (5-thiocarbamoyl-pentanoic acid methyl ester), BrCC(=O)C1=C(C=C(C=C1)OC)O (2-bromo-1-(2-hydroxy-4-methoxy-phenyl)-ethanone). Run in CCOC(=O)C (EtOAc). Product: COC(CCCCC=1SC=C(N1)C1=C(C=C(C=C1)OC)O)=O (5-[4-(2-hydroxy-4-methoxy-phenyl)-thiazol-2-yl]-pentanoic acid methyl ester). The yield is 165.9%. RXN SMILES: C1COCC1.[CH3:6][O:7][C:8](=[O:16])[CH2:9][CH2:10][CH2:11][CH2:12][C:13](=[S:15])[NH2:14].Br[CH2:18][C:19]([C:21]1[CH:26]=[CH:25][C:24]([O:27][CH3:28])=[CH:23][C:22]=1[OH:29])=O>CCOC(C)=O>[CH3:6][O:7][C:8](=[O:16])[CH2:9][CH2:10][CH2:11][CH2:12][C:13]1[S:15][CH:18]=[C:19]([C:21]2[CH:26]=[CH:25][C:24]([O:27][CH3:28])=[CH:23][C:22]=2[OH:29])[N:14]=1. Reported procedure: Add THF (50 mL, anhydrous) to a roundbottom flask containing 5-thiocarbamoyl-pentanoic acid methyl ester (2.63 g, 15.0 mmol) and 2-bromo-1-(2-hydroxy-4-methoxy-phenyl)-ethanone (4.90 g, 15.0 mmol, 75% pure). Heat to reflux under N2 overnight. Cool to room temperature, add EtOAc, wash with saturated NaHCO3 solution, brine, and backextract from each aqueous layer with EtOAc. Dry combined organic layers over MgSO4 and concentrate to get 8 grams of a yellow solid. Adsorb on SiO2 and purify the resid... Reactants: C(C)(C)(C)OC(=O)N1C[C@H]2[C@@H](C1)CN(C2)C=2C=NC=C(C(=O)O)C2 (5-((3aR,6aS)-5-(tert-butoxycarbonyl)hexahydropyrrolo[3,4-c]pyrrol-2(1H)-yl)nicotinic Acid), ClC1=CC=C(N)C=C1 (4-chloroaniline). Product: ClC1=CC=C(C=C1)NC(=O)C=1C=C(C=NC1)N1C[C@@H]2[C@H](C1)CN(C2)C(=O)OC(C)(C)C ((3aR,6aS)-tert-butyl 5-(5(4-chlorophenylcarbamoyl)pyridin-3-yl)hexahydropyrrolo[3,4-c]pyrrole-2(1H)-carboxylate). Reaction SMILES: [C:1]([O:5][C:6]([N:8]1[CH2:12][C@H:11]2[CH2:13][N:14]([C:16]3[CH:17]=[N:18][CH:19]=[C:20]([CH:24]=3)[C:21](O)=[O:22])[CH2:15][C@H:10]2[CH2:9]1)=[O:7])([CH3:4])([CH3:3])[CH3:2].[Cl:25][C:26]1[CH:32]=[CH:31][C:29]([NH2:30])=[CH:28][CH:27]=1>>[Cl:25][C:26]1[CH:32]=[CH:31][C:29]([NH:30][C:21]([C:20]2[CH:24]=[C:16]([N:14]3[CH2:13][C@@H:11]4[CH2:12][N:8]([C:6]([O:5][C:1]([CH3:3])([CH3:2])[CH3:4])=[O:7])[CH2:9][C@@H:10]4[CH2:15]3)[CH:17]=[N:18][CH:19]=2)=[O:22])=[CH:28][CH:27]=1. Reported procedure: The product from Example 33B and 4-chloroaniline were processed as described in Example 33C to provide the title compound. MS (APCI) m/z 443 (M+H)+. Starting materials: CS(=O)[O-].[Na+] (sodium methanesulfinate), N1[C@H](C(=O)O)CCC1 (L-proline), C([O-])(O)=O.[Na+] (sodium bicarbonate), C([O-])([O-])=O.[K+].[K+] (Potassium carbonate), C(C)(=O)OC(C(F)(F)F)C=1C=NC=C(C1)Br (1-(5-bromopyridin-3-yl)-2,2,2-trifluoroethyl acetate). Reagents/catalysts: [Cu](I)I (copper iodide). Solvent: O (Water), CS(=O)C (DMSO). Conditions: temperature 95 celsius, time 72 hour. Product: FC(C(O)C=1C=NC=C(C1)S(=O)(=O)C)(F)F (2,2,2-trifluoro-1-(5-(methylsulfonyl)pyridin-3-yl)ethanol). Yield: 16.7%. RXN SMILES: C([O:4][CH:5]([C:10]1[CH:11]=[N:12][CH:13]=[C:14](Br)[CH:15]=1)[C:6]([F:9])([F:8])[F:7])(=O)C.[CH3:17][S:18]([O-:20])=[O:19].[Na+].N1CCC[C@H]1C(O)=O.C(=O)(O)[O-].[Na+].C(=O)([O-])[O-].[K+].[K+]>CS(C)=O.[Cu](I)I.O>[F:7][C:6]([F:9])([F:8])[CH:5]([C:10]1[CH:11]=[N:12][CH:13]=[C:14]([S:18]([CH3:17])(=[O:20])=[O:19])[CH:15]=1)[OH:4] |f:1.2,4.5,6.7.8|. Procedure: In DMSO (3.0 mL) was dissolved 1-(5-bromopyridin-3-yl)-2,2,2-trifluoroethyl acetate (429 mg, 1.44 mmol) obtained in Step 3. To the solution were added sodium methanesulfinate (176 mg, 1.73 mmol), copper iodide (I) (41.1 mg, 0.216 mmol), L-proline (49.7 mg, 0.432 mmol) and sodium bicarbonate (36.3 mg, 0.432 mg) and the mixture was stirred at 95° C. for 72 hours. Water was added to the reaction mixture. Extraction with ethyl acetate, washing with saturated brine and drying over anhydrous sodium su... Reactants: CI, O=c1[nH]cnc2cc(Cl)nc(Cl)c12, [H-], [Na+], CN(C)C=O. The product is Cn1cnc2cc(Cl)nc(Cl)c2c1=O. RXN SMILES: [CH3:16][I:17].[Cl:1][c:2]1[n:3][c:4]([Cl:13])[cH:5][c:6]2[n:7][cH:8][nH:9][c:10](=[O:12])[c:11]12.[H-:15].[Na+:14].[O:18]=[CH:19][N:20]([CH3:21])[CH3:22]>>[Cl:1][c:2]1[n:3][c:4]([Cl:13])[cH:5][c:6]2[n:7][cH:8][n:9]([CH3:16])[c:10](=[O:12])[c:11]12. Starting materials: COC(=O)C(C)Cc1ccc(CC(O[SiH](C)C)C(C)(C)C)cc1, CC(C)[N-]C(C)C, CI, [Li+], C1CCOC1, O. The product is COC(=O)C(C)(C)Cc1ccc(CC(O[SiH](C)C)C(C)(C)C)cc1. Reaction SMILES: [C:9]([CH3:10])([CH3:11])([CH3:12])[CH:13]([CH2:14][c:15]1[cH:16][cH:17][c:18]([CH2:21][CH:22]([CH3:23])[C:24](=[O:25])[O:26][CH3:27])[cH:19][cH:20]1)[O:28][SiH:29]([CH3:30])[CH3:31].[CH:1]([N-:2][CH:3]([CH3:4])[CH3:5])([CH3:6])[CH3:7].[I:32][CH3:33].[Li+:8].[O:35]1[CH2:36][CH2:37][CH2:38][CH2:39]1.[OH2:34]>>[CH3:1][C:22]([CH2:21][c:18]1[cH:17][cH:16][c:15]([CH2:14][CH:13]([C:9]([CH3:10])([CH3:11])[CH3:12])[O:28][SiH:29]([CH3:30])[CH3:31])[cH:20][cH:19]1)([CH3:23])[C:24](=[O:25])[O:26][CH3:27]. Reactants: ClC1=C(COC=2C=CC=C3C=CC(=NC23)C)C(=CC=C1NC(CCC(=O)OC)=O)Cl (8-[2,6-dichloro-3-(3-methoxycarbonylpropionylamino)benzyloxy]-2-methylquinoline), IC (iodomethane), CN(C=O)C (dimethylformamide), [H-].[Na+] (sodium hydride). Solvent: C(C)(=O)OCC (ethyl acetate). Reaction conditions: time 2 hour. The product is ClC1=C(COC=2C=CC=C3C=CC(=NC23)C)C(=CC=C1N(C)C(CCC(=O)OC)=O)Cl (8-[2,6-dichloro-3-[N-(3-methyoxycarbonylpropionyl)-N-methylamino]benzyloxy]-2-methylquinoline). As a reaction SMILES: [Cl:1][C:2]1[C:20]([NH:21][C:22](=[O:29])[CH2:23][CH2:24][C:25]([O:27][CH3:28])=[O:26])=[CH:19][CH:18]=[C:17]([Cl:30])[C:3]=1[CH2:4][O:5][C:6]1[CH:7]=[CH:8][CH:9]=[C:10]2[C:15]=1[N:14]=[C:13]([CH3:16])[CH:12]=[CH:11]2.IC.[CH3:33]N(C)C=O.[H-].[Na+]>C(OCC)(=O)C>[Cl:1][C:2]1[C:20]([N:21]([C:22](=[O:29])[CH2:23][CH2:24][C:25]([O:27][CH3:28])=[O:26])[CH3:33])=[CH:19][CH:18]=[C:17]([Cl:30])[C:3]=1[CH2:4][O:5][C:6]1[CH:7]=[CH:8][CH:9]=[C:10]2[C:15]=1[N:14]=[C:13]([CH3:16])[CH:12]=[CH:11]2 |f:3.4|. Procedure details: To a mixture of 8-[2,6-dichloro-3-(3-methoxycarbonylpropionylamino)benzyloxy]-2-methylquinoline (447 mg), iodomethane (0.1 ml) and dimethylformamide (5.0 ml) was added sodium hydride (60% in oil, 44 mg) under ice-water cooling. After stirring for 2 hours at the same temperature, the reaction mixture was diluted with ethyl acetate and washed with water twice. The organic layer was dried over magnesium sulfate and evaporated in vacuo. The residue was purified by a column chromatography eluted with... Starting materials: [OH-].[NH4+] (ammonium hydroxide), FC1=C2CC/C(/C2=CC(=C1)F)=C\C(=O)Cl ((E)-2-(4,6-difluoro-1-indanylidene)acetyl chloride). Solvent: ClCCl (dichloromethane). Yields the product FC1=C2CC/C(/C2=CC(=C1)F)=C\C(=O)N ((E)-2-(4,6difluoro-1-indanylidene)acetamide). The yield is 59.9%. Reaction SMILES: [OH-].[NH4+:2].[F:3][C:4]1[CH:12]=[C:11]([F:13])[CH:10]=[C:9]2[C:5]=1[CH2:6][CH2:7]/[C:8]/2=[CH:14]\[C:15](Cl)=[O:16]>ClCCl>[F:3][C:4]1[CH:12]=[C:11]([F:13])[CH:10]=[C:9]2[C:5]=1[CH2:6][CH2:7]/[C:8]/2=[CH:14]\[C:15]([NH2:2])=[O:16] |f:0.1|. Reported procedure: A 30% aqueous ammonium hydroxide solution (1.7 mL, 0.026 mol) was added dropwise to a stirred, chilled (ice bath) solution of (E)-2-(4,6-difluoro-1-indanylidene)acetyl chloride (2.97 g, 0.013 mol) in dichloromethane (50 mL). After 4.5 h the mixture was concentrated in vacuo and the residue was partitioned between 5% aqueous sodium bicarbonate solution and ethyl acetate. The ethyl acetate solution was washed with saturated aqueous sodium chloride, dried over sodium sulfate, filtered and concentra... The reactants are COCOc1cc(CO)cc(OCOC)c1CC=Cc1ccccc1, ClCCl, c1ccncc1. Product: COCOc1cc(C=O)cc(OCOC)c1CC=Cc1ccccc1. Reaction SMILES: [CH3:7][O:8][CH2:9][O:10][c:11]1[cH:12][c:13]([CH2:30][OH:31])[cH:14][c:15]([O:26][CH2:27][O:28][CH3:29])[c:16]1[CH2:17][CH:18]=[CH:19][c:20]1[cH:21][cH:22][cH:23][cH:24][cH:25]1.[Cl:32][CH2:33][Cl:34].[cH:1]1[cH:2][cH:3][n:4][cH:5][cH:6]1>>[CH3:7][O:8][CH2:9][O:10][c:11]1[cH:12][c:13]([CH:30]=[O:31])[cH:14][c:15]([O:26][CH2:27][O:28][CH3:29])[c:16]1[CH2:17][CH:18]=[CH:19][c:20]1[cH:21][cH:22][cH:23][cH:24][cH:25]1. Reactants: ice water, C1(=CC=CC=C1)C(OC1CCN(CC1)CCCO)C1=CC=CC=C1 (4-(diphenylmethoxy)-1-piperidinepropanol), ClC=1C=CC=2N(N1)C(N(N2)C(C2=CC=CC=C2)(C2=CC=CC=C2)C2=CC=CC=C2)=O (6-chloro-2-triphenylmethyl[1,2,4]triazolo[4,3-b]pyridazin-3(2H)-one), [H-].[Na+] (sodium hydride). The solvent is CN(C=O)C (N,N-dimethylformamide). Conditions: time 1 hour. The product is C1(=CC=CC=C1)C(OC1CCN(CC1)CCCOC=1C=CC=2N(N1)C(N(N2)C(C2=CC=CC=C2)(C2=CC=CC=C2)C2=CC=CC=C2)=O)C2=CC=CC=C2 (6-[3-[4-(diphenylmethoxy)piperidino]propoxy]-2-triphenylmethyl[1,2,4]triazolo[4,3-b]pyridazin-3(2H)-one). The yield is 104.7%. RXN SMILES: [C:1]1([CH:7]([C:19]2[CH:24]=[CH:23][CH:22]=[CH:21][CH:20]=2)[O:8][CH:9]2[CH2:14][CH2:13][N:12]([CH2:15][CH2:16][CH2:17][OH:18])[CH2:11][CH2:10]2)[CH:6]=[CH:5][CH:4]=[CH:3][CH:2]=1.[H-].[Na+].Cl[C:28]1[CH:29]=[CH:30][C:31]2[N:32]([C:34](=[O:56])[N:35]([C:37]([C:50]3[CH:55]=[CH:54][CH:53]=[CH:52][CH:51]=3)([C:44]3[CH:49]=[CH:48][CH:47]=[CH:46][CH:45]=3)[C:38]3[CH:43]=[CH:42][CH:41]=[CH:40][CH:39]=3)[N:36]=2)[N:33]=1>CN(C)C=O>[C:19]1([CH:7]([C:1]2[CH:2]=[CH:3][CH:4]=[CH:5][CH:6]=2)[O:8][CH:9]2[CH2:14][CH2:13][N:12]([CH2:15][CH2:16][CH2:17][O:18][C:28]3[CH:29]=[CH:30][C:31]4[N:32]([C:34](=[O:56])[N:35]([C:37]([C:38]5[CH:43]=[CH:42][CH:41]=[CH:40][CH:39]=5)([C:44]5[CH:45]=[CH:46][CH:47]=[CH:48][CH:49]=5)[C:50]5[CH:55]=[CH:54][CH:53]=[CH:52][CH:51]=5)[N:36]=4)[N:33]=3)[CH2:11][CH2:10]2)[CH:24]=[CH:23][CH:22]=[CH:21][CH:20]=1 |f:1.2|. Reported procedure: 0.326 g of 4-(diphenylmethoxy)-1-piperidinepropanol was dissolved in 3 ml of N,N-dimethylformamide; 0.044 g of 60% oily sodium hydride was added, followed by stirring at room temperature for 1 hour. 0.326 g of 6-chloro-2-triphenylmethyl[1,2,4]triazolo[4,3-b]pyridazin-3(2H)-one was added, followed by stirring at room temperature for 14 hours. After ice water was added, the reaction mixture was extracted with ethyl acetate; the extract was washed with saturated saline and dried over magnesium sulf...